Dataset: the Open Reaction Database (ORD), a public repository of structured organic reaction records. Task: describe an organic reaction: reactants, conditions, products, and yield The reactants are CC1=C(C=2C(=NC(=CC2)SC)N1)C (2,3-dimethyl-6-mehylthiopyrrolo[2,3-b]pyridine), C(CC1=CC=CC=C1)Br (phenethyl bromide). The solvent is CC#N (CH3CN). Product: CC1=C(C=2C(N(C(=CC2)SC)CCC2=CC=CC=C2)=N1)C (2,3-Dimethyl-6-methylthio-7-phenethylpyrrolo[2,3-b]pyridine). The yield is 13.5%. Reaction SMILES: [CH3:1][C:2]1[NH:12][C:5]2=[N:6][C:7]([S:10][CH3:11])=[CH:8][CH:9]=[C:4]2[C:3]=1[CH3:13].[CH2:14](Br)[CH2:15][C:16]1[CH:21]=[CH:20][CH:19]=[CH:18][CH:17]=1>CC#N>[CH3:1][C:2]1[N:12]=[C:5]2[N:6]([CH2:14][CH2:15][C:16]3[CH:21]=[CH:20][CH:19]=[CH:18][CH:17]=3)[C:7]([S:10][CH3:11])=[CH:8][CH:9]=[C:4]2[C:3]=1[CH3:13]. Reported procedure: A refluxing solution of 2,3-dimethyl-6-mehylthiopyrrolo[2,3-b]pyridine (100 mg, 0.5 mmol) in 5 ml CH3CN was treated with five portions of phenethyl bromide (85 μl, 1.2 mmol), one each 24 h. The solvent was evporated and the residue chromatographed (silica, CH2Cl2 saturated with NH3 /diethyl ether/petroleum ether; 5/2/3) affording 20 mg (13%) pure title compound. Starting materials: CCCCOC(C)Oc1ccc(-c2ccc3c(c2)C=C(C(=O)OC)CCN3Cc2cnn(CC)c2)cc1, CO, Cl, [Na+], C1CCOC1, [OH-], O. Yields the product CCCCOC(C)Oc1ccc(-c2ccc3c(c2)C=C(C(=O)O)CCN3Cc2cnn(CC)c2)cc1. Reaction SMILES: [CH2:1]([CH2:2][CH2:3][CH3:4])[O:5][CH:6]([CH3:7])[O:8][c:9]1[cH:10][cH:11][c:12](-[c:15]2[cH:16][cH:17][c:18]3[c:19]([cH:37]2)[CH:20]=[C:21]([C:33](=[O:34])[O:35][CH3:36])[CH2:22][CH2:23][N:24]3[CH2:25][c:26]2[cH:27][n:28][n:29]([CH2:31][CH3:32])[cH:30]2)[cH:13][cH:14]1.[CH3:47][OH:48].[ClH:41].[Na+:39].[O:42]1[CH2:43][CH2:44][CH2:45][CH2:46]1.[OH-:38].[OH2:40]>>[CH2:1]([CH2:2][CH2:3][CH3:4])[O:5][CH:6]([CH3:7])[O:8][c:9]1[cH:10][cH:11][c:12](-[c:15]2[cH:16][cH:17][c:18]3[c:19]([cH:37]2)[CH:20]=[C:21]([C:33](=[O:34])[OH:35])[CH2:22][CH2:23][N:24]3[CH2:25][c:26]2[cH:27][n:28][n:29]([CH2:31][CH3:32])[cH:30]2)[cH:13][cH:14]1.